This data is from the Open Reaction Database (ORD), a public repository of structured organic reaction records. The task is: describe an organic reaction: reactants, conditions, products, and yield Starting materials: C(C)C(CC=1OC2=C(N1)C=C(C=C2)Br)(C)CC (2-(2,2-diethylpropyl)-5-bromobenzoxazole), C(C=C)(=O)OCC (ethyl acrylate), C(C)(C)N(C(C)C)CC (N,N-diisopropylethylamine). Reagents/catalysts: C(C)(=O)[O-].[Pd+2].C(C)(=O)[O-] (palladium acetate). Run in O (water). Run at temperature 100 celsius. Yields the product CC(CC=1OC2=C(N1)C=C(C=C2)C=CC(=O)OCC)(C)C (ethyl 3-[2-(2,2-dimethylpropyl)benzoxazol-5-yl]propenoate). Isolated yield 98.1%. As a reaction SMILES: [CH2:1]([C:3]([CH2:16]C)([CH3:15])[CH2:4][C:5]1[O:6][C:7]2[CH:13]=[CH:12][C:11](Br)=[CH:10][C:8]=2[N:9]=1)C.[C:18]([O:22][CH2:23][CH3:24])(=[O:21])[CH:19]=[CH2:20].C(N(CC)C(C)C)(C)C>O.C([O-])(=O)C.[Pd+2].C([O-])(=O)C>[CH3:16][C:3]([CH3:1])([CH3:15])[CH2:4][C:5]1[O:6][C:7]2[CH:13]=[CH:12][C:11]([CH:20]=[CH:19][C:18]([O:22][CH2:23][CH3:24])=[O:21])=[CH:10][C:8]=2[N:9]=1 |f:4.5.6|. Reported procedure: A mixture of 2-(2,2-diethylpropyl)-5-bromobenzoxazole (0.60 g, 0.00225 mol), ethyl acrylate (1.08 g, 0.0108 mol), palladium acetate (0.051 g, 0.00023 mol), trintolylphosphine (0.135 g,0.0045 mol) and N,N-diisopropylethylamine (0.585 g, 0.0045 mol) was heated at 100° C. for 6 hours. The mixture was cooled to room temperature, diluted with water and extracted with ethyl acetate. The organic extracts were dried over anhydrous magnesium sulfate, filtered and the filtrate was evaporated in vacuo. The...